This data is from the Open Reaction Database (ORD), a public repository of structured organic reaction records. The task is: describe an organic reaction: reactants, conditions, products, and yield Starting materials: [Si](C1=CC=CC=C1)(C1=CC=CC=C1)(C(C)(C)C)OCC1=C(C(=C2C(=N1)N(N=C2)CC)C=2C=NC=C(C2)C)CCC(=O)OCC (ethyl 3-[6-({[tert-butyl(diphenyl)silyl]oxy}methyl)-1-ethyl-4-(5-methyl-3-pyridyl)-1H-pyrazolo[3,4-b]pyridin-5-yl]propanoate), [F-].C(CCC)[N+](CCCC)(CCCC)CCCC (tetrabutyl ammonium fluoride). Run in C1CCOC1 (THF), C1CCOC1 (THF), O (water). Run at time 2 hour. Yields the product C(C)N1N=CC=2C1=NC(=C(C2C=2C=NC=C(C2)C)CCC(=O)OCC)CO (ethyl 3-[1-ethyl-6-(hydroxymethyl)-4-(5-methyl-3-pyridyl)-1H-pyrazolo[3,4-b]pyridin-5-yl]propanoate). Yield: 52.6%. RXN SMILES: [Si]([O:18][CH2:19][C:20]1[N:25]=[C:24]2[N:26]([CH2:29][CH3:30])[N:27]=[CH:28][C:23]2=[C:22]([C:31]2[CH:32]=[N:33][CH:34]=[C:35]([CH3:37])[CH:36]=2)[C:21]=1[CH2:38][CH2:39][C:40]([O:42][CH2:43][CH3:44])=[O:41])(C(C)(C)C)(C1C=CC=CC=1)C1C=CC=CC=1.[F-].C([N+](CCCC)(CCCC)CCCC)CCC>C1COCC1.O>[CH2:29]([N:26]1[C:24]2=[N:25][C:20]([CH2:19][OH:18])=[C:21]([CH2:38][CH2:39][C:40]([O:42][CH2:43][CH3:44])=[O:41])[C:22]([C:31]3[CH:32]=[N:33][CH:34]=[C:35]([CH3:37])[CH:36]=3)=[C:23]2[CH:28]=[N:27]1)[CH3:30] |f:1.2|. Procedure details: To a stirred solution of ethyl 3-[6-({[tert-butyl(diphenyl)silyl]oxy}methyl)-1-ethyl-4-(5-methyl-3-pyridyl)-1H-pyrazolo[3,4-b]pyridin-5-yl]propanoate (313 mg) in THF (10 ml) was added 1N tetrabutyl ammonium fluoride in THF (0.52 ml) at 0° C. and the reaction mixture was stirred at room temperature for 2 hours. The reaction mixture was diluted with water and extracted with EtOAc. The organic layer was washed with water, brine, dried over anhydrous MgSO4 and concentrated in vacuo. The residue was ...